This data is from the Open Reaction Database (ORD), a public repository of structured organic reaction records. The task is: describe an organic reaction: reactants, conditions, products, and yield The reactants are C[O-], CCOC(C)=O, CO, COC(=O)c1cc(C=O)cc(-n2cccc2)c1, Cl, NO, [Na+], O. Product: COC(=O)c1cc(C=NO)cc(-n2cccc2)c1. Reaction SMILES: [CH3:21][O-:22].[CH3:24][CH2:25][O:26][C:27](=[O:28])[CH3:29].[CH3:30][OH:31].[CH:1](=[O:2])[c:3]1[cH:4][c:5]([C:6](=[O:7])[O:8][CH3:9])[cH:10][c:11](-[n:13]2[cH:14][cH:15][cH:16][cH:17]2)[cH:12]1.[ClH:18].[NH2:19][OH:20].[Na+:23].[OH2:32]>>[CH:1]([c:3]1[cH:4][c:5]([C:6](=[O:7])[O:8][CH3:9])[cH:10][c:11](-[n:13]2[cH:14][cH:15][cH:16][cH:17]2)[cH:12]1)=[N:19][OH:20]. Reactants: C(C1=CC=CC=C1)OCCN1C2=C(C3=C([C@@H](C1=O)NC(C(C(=O)NCC(C(F)(F)F)(F)F)(C)F)=O)C=CC=C3)C=CC=C2 (N—[(S)-5-(2-benzyloxy-ethyl)-6-oxo-6,7-dihydro-5H-dibenzo[b,d]azepin-7-yl]-2-fluoro-2-methyl-N′-(2,2,3,3,3-pentafluoro-propyl)-malonamide), FC(CN)(C(F)(F)F)F (2,2,3,3,3-pentafluoropropylamine), solid. Yields the product FC(C(=O)N[C@H]1C2=C(C3=C(N(C1=O)CCO)C=CC=C3)C=CC=C2)(C(=O)NCC(C(F)(F)F)(F)F)C (2-Fluoro-N—[(S)-5-(2-hydroxy-ethyl)-6-oxo-6,7-dihydro-5H-dibenzo[b,d]azepin-7-yl]-2-methyl-N′-(2,2,3,3,3-pentafluoro-propyl)-malonamide). RXN SMILES: C([O:8][CH2:9][CH2:10][N:11]1[C:17](=[O:18])[C@@H:16]([NH:19][C:20](=[O:35])[C:21]([F:34])([CH3:33])[C:22]([NH:24][CH2:25][C:26]([F:32])([F:31])[C:27]([F:30])([F:29])[F:28])=[O:23])[C:15]2[CH:36]=[CH:37][CH:38]=[CH:39][C:14]=2[C:13]2[CH:40]=[CH:41][CH:42]=[CH:43][C:12]1=2)C1C=CC=CC=1.FC(F)(C(F)(F)F)CN>>[F:34][C:21]([CH3:33])([C:22]([NH:24][CH2:25][C:26]([F:31])([F:32])[C:27]([F:30])([F:29])[F:28])=[O:23])[C:20]([NH:19][C@@H:16]1[C:17](=[O:18])[N:11]([CH2:10][CH2:9][OH:8])[C:12]2[CH:43]=[CH:42][CH:41]=[CH:40][C:13]=2[C:14]2[CH:39]=[CH:38][CH:37]=[CH:36][C:15]1=2)=[O:35]. Procedure: Using N—[(S)-5-(2-benzyloxy-ethyl)-6-oxo-6,7-dihydro-5H-dibenzo[b,d]azepin-7-yl]-2-fluoro-2-methyl-N′-(2,2,3,3,3-pentafluoro-propyl)-malonamide and 2,2,3,3,3-pentafluoropropylamine, the title compound was prepared in the same manner as described for example 3. White solid (94%). MS: m/e=518(M+H+). Reactants: [Br-], O=C(Cl)Oc1ccc(Oc2ccc(C(F)(F)F)cn2)cc1, [K+], c1ccc(CCCN2CCNCC2)cc1. Product: O=C(Oc1ccc(Oc2ccc(C(F)(F)F)cn2)cc1)N1CCN(CCCc2ccccc2)CC1, Cl. Reaction SMILES: [Br-:37].[Cl:1][C:2](=[O:3])[O:4][c:5]1[cH:6][cH:7][c:8]([O:11][c:12]2[n:13][cH:14][c:15]([C:18]([F:19])([F:20])[F:21])[cH:16][cH:17]2)[cH:9][cH:10]1.[K+:38].[c:22]1([CH2:28][CH2:29][CH2:30][N:31]2[CH2:32][CH2:33][NH:34][CH2:35][CH2:36]2)[cH:23][cH:24][cH:25][cH:26][cH:27]1>>[C:2](=[O:3])([O:4][c:5]1[cH:6][cH:7][c:8]([O:11][c:12]2[n:13][cH:14][c:15]([C:18]([F:19])([F:20])[F:21])[cH:16][cH:17]2)[cH:9][cH:10]1)[N:34]1[CH2:33][CH2:32][N:31]([CH2:30][CH2:29][CH2:28][c:22]2[cH:23][cH:24][cH:25][cH:26][cH:27]2)[CH2:36][CH2:35]1.[ClH:1].